Dataset: the Open Reaction Database (ORD), a public repository of structured organic reaction records. Task: describe an organic reaction: reactants, conditions, products, and yield Reactants: C(C)(C)(C)OC(C(C)OC1=CC(=C(C=C1)CNC(=O)C=1C(=NC=CC1)OC1=CC(=CC=C1)C#N)F)=O ((+)-2-[3-fluoro-4-({[2-(3-cyano-phenoxy)-pyridine-3-carbonyl]-amino}-methyl)-phenoxy]-propionic acid tert-butyl ester), C(C)(C)(C)OC(C(C)OC1=CC(=C(C=C1)CNC(=O)C=1C(=NC=CC1)OC1=CC=2C(=NON2)C=C1)F)=O ((±)-2-[4-({[2-(benzo[2,1,3]oxadiazol-5-yloxy)-pyridine-3-carbonyl]-amino}-methyl)-3-fluoro-phenoxy]-propionic acid tert-butyl ester). Yields the product FC=1C=C(OC(C(=O)O)C)C=CC1CNC(=O)C=1C(=NC=CC1)OC1=CC(=CC=C1)C#N ((±)-2-[3-Fluoro-4-({[2-(3-cyano-phenoxy)-pyridine-3-carbonyl]-amino}-methyl)-phenoxy]-propionic acid). Reaction SMILES: C([O:5][C:6](=[O:36])[CH:7]([O:9][C:10]1[CH:15]=[CH:14][C:13]([CH2:16][NH:17][C:18]([C:20]2[C:21]([O:26][C:27]3[CH:32]=[CH:31][CH:30]=[C:29]([C:33]#[N:34])[CH:28]=3)=[N:22][CH:23]=[CH:24][CH:25]=2)=[O:19])=[C:12]([F:35])[CH:11]=1)[CH3:8])(C)(C)C.C(OC(=O)C(OC1C=CC(CNC(C2C(OC3C=CC4=NON=C4C=3)=NC=CC=2)=O)=C(F)C=1)C)(C)(C)C>>[F:35][C:12]1[CH:11]=[C:10]([CH:15]=[CH:14][C:13]=1[CH2:16][NH:17][C:18]([C:20]1[C:21]([O:26][C:27]2[CH:32]=[CH:31][CH:30]=[C:29]([C:33]#[N:34])[CH:28]=2)=[N:22][CH:23]=[CH:24][CH:25]=1)=[O:19])[O:9][CH:7]([CH3:8])[C:6]([OH:36])=[O:5]. Procedure details: The compound of Formula (5.5.5) was prepared in a manner analogous to described in Example 3, substituting (+)-2-[3-fluoro-4-({[2-(3-cyano-phenoxy)-pyridine-3-carbonyl]-amino}-methyl)-phenoxy]-propionic acid tert-butyl ester for the corresponding (±)-2-[4-({[2-(benzo[2,1,3]oxadiazol-5-yloxy)-pyridine-3-carbonyl]-amino}-methyl)-3-fluoro-phenoxy]-propionic acid tert-butyl ester material. The reactants are S(=O)(Cl)Cl (Thionyl chloride), Cl.NCCC1=CNC2=CC=C(C=C12)C(=O)O (3-(2-Aminoethyl)-1H-indole-5-carboxylic acid hydrochloride), C(C)OCC (diethyl ether). The solvent is CO (methanol), CO (methanol). Conditions: temperature 45 celsius, time 8 hour. Product: Cl.NCCC1=CNC2=CC=C(C=C12)C(=O)OC (3-(2-Aminoethyl)-1H-indole-5-carboxylic acid, methyl ester, hydrochloride). RXN SMILES: S(Cl)([Cl:3])=O.Cl.[NH2:6][CH2:7][CH2:8][C:9]1[C:17]2[C:12](=[CH:13][CH:14]=[C:15]([C:18]([OH:20])=[O:19])[CH:16]=2)[NH:11][CH:10]=1.[CH2:21](OCC)C>CO>[ClH:3].[NH2:6][CH2:7][CH2:8][C:9]1[C:17]2[C:12](=[CH:13][CH:14]=[C:15]([C:18]([O:20][CH3:21])=[O:19])[CH:16]=2)[NH:11][CH:10]=1 |f:1.2,5.6|. Procedure details: Thionyl chloride (25 ml) was added to Analar methanol (84 ml) at 0° C. over a period of 1 hour under nitrogen. 3-(2-Aminoethyl)-1H-indole-5-carboxylic acid hydrochloride (2.5 g) in Analar methanol (35 ml) was added at 0° C. and the mixture was heated at reflux under nitrogen for 2.5 hour, cooled to ca. 45° C. and dry diethyl ether (200 ml) was added. The mixture was cooled and left overnight at 0° C. giving the title compound (1.9 g) as white microcrystals m.p. 265.5°-267° C. T.L.C. Silica, ethy... Starting materials: [Cl-], O=C1OC(=Cc2ccc(F)c([N+](=O)[O-])c2)c2ccccc21, [Fe], [NH4+], O. Yields the product Nc1cc(C=C2OC(=O)c3ccccc32)ccc1F. RXN SMILES: [Cl-:22].[F:1][c:2]1[c:3]([N+:19]([O-:20])=[O:21])[cH:4][c:5]([CH:6]=[C:7]2[O:8][C:9](=[O:16])[c:10]3[cH:11][cH:12][cH:13][cH:14][c:15]32)[cH:17][cH:18]1.[Fe:24].[NH4+:23].[OH2:25]>>[F:1][c:2]1[c:3]([NH2:19])[cH:4][c:5]([CH:6]=[C:7]2[O:8][C:9](=[O:16])[c:10]3[cH:11][cH:12][cH:13][cH:14][c:15]32)[cH:17][cH:18]1. Reactants: BrC1=C(C=CC(=C1)C(C)C)N(CC)C1=NC(=CC(=N1)N1CCC(CC1)=O)C (2-[N-(2-bromo-4-isopropylphenyl)-N-ethylamino]-6-methyl-4-(4-oxopiperidin-1-yl)pyrimidine), BrC=1C=C(C=CC1)Cl (3-Bromochlorobenzene), [Mg] (magnesium), II (iodine), [Cl-].[NH4+] (ammonium chloride). Solvent: O1CCCC1 (tetrahydrofuran), O1CCCC1 (tetrahydrofuran). Product: BrC1=C(C=CC(=C1)C(C)C)N(CC)C1=NC(=CC(=N1)N1CCC(CC1)(O)C1=CC(=CC=C1)Cl)C (2-[N-(2-bromo-4-isopropylphenyl)-N-ethylamino]-4-[4-(3-chlorophenyl)-4-hydroxypiperidin-1-yl]-6-methylpyrimidine). Yield: 58.8%. As a reaction SMILES: Br[C:2]1[CH:3]=[C:4]([Cl:8])[CH:5]=[CH:6][CH:7]=1.[Mg].II.[Br:12][C:13]1[CH:18]=[C:17]([CH:19]([CH3:21])[CH3:20])[CH:16]=[CH:15][C:14]=1[N:22]([C:25]1[N:30]=[C:29]([N:31]2[CH2:36][CH2:35][C:34](=[O:37])[CH2:33][CH2:32]2)[CH:28]=[C:27]([CH3:38])[N:26]=1)[CH2:23][CH3:24].[Cl-].[NH4+]>O1CCCC1>[Br:12][C:13]1[CH:18]=[C:17]([CH:19]([CH3:20])[CH3:21])[CH:16]=[CH:15][C:14]=1[N:22]([C:25]1[N:30]=[C:29]([N:31]2[CH2:36][CH2:35][C:34]([C:2]3[CH:7]=[CH:6][CH:5]=[C:4]([Cl:8])[CH:3]=3)([OH:37])[CH2:33][CH2:32]2)[CH:28]=[C:27]([CH3:38])[N:26]=1)[CH2:23][CH3:24] |f:4.5|. Reported procedure: 3-Bromochlorobenzene (427 mg), 27 mg of magnesium, and a trace amount of iodine were heated in 5 ml of tetrahydrofuran under reflux for 1 hour. The reaction mixture was cooled with ice and added dropwise to a solution of 321 mg of 2-[N-(2-bromo-4-isopropylphenyl)-N-ethylamino]-6-methyl-4-(4-oxopiperidin-1-yl)pyrimidine in 3 ml of tetrahydrofuran, followed by stirring under ice-cooling for 1 hour and then at room temperature for an addition 1 hour period. The reaction mixture was again cooled wit... Product: COc1ccc(C[Mg+])cc1, [Cl-]. RXN SMILES: [CH2:1]([c:2]1[cH:3][cH:4][c:5]([O:8][CH3:9])[cH:6][cH:7]1)[Cl:10].[Mg:11]>>[CH2:1]([c:2]1[cH:3][cH:4][c:5]([O:8][CH3:9])[cH:6][cH:7]1)[Mg+:11].[Cl-:10]. Reactants: COc1ccc(CCl)cc1, [Mg]. Yields the product O=C(Nc1ccc(F)cc1)N1CCN(c2ccnc3cc(F)ccc23)CC1. Starting materials: C1CCOC1, O=C=Nc1ccc(F)cc1, Fc1ccc2c(N3CCNCC3)ccnc2c1. Reaction SMILES: [CH2:28]1[O:29][CH2:30][CH2:31][CH2:32]1.[F:18][c:19]1[cH:20][cH:21][c:22]([N:25]=[C:26]=[O:27])[cH:23][cH:24]1.[F:1][c:2]1[cH:3][cH:4][c:5]2[c:6]([N:12]3[CH2:13][CH2:14][NH:15][CH2:16][CH2:17]3)[cH:7][cH:8][n:9][c:10]2[cH:11]1>>[F:1][c:2]1[cH:3][cH:4][c:5]2[c:6]([N:12]3[CH2:13][CH2:14][N:15]([C:26]([NH:25][c:22]4[cH:21][cH:20][c:19]([F:18])[cH:24][cH:23]4)=[O:27])[CH2:16][CH2:17]3)[cH:7][cH:8][n:9][c:10]2[cH:11]1. The yield is 88.4%. RXN SMILES: [N:1]([CH2:8][CH2:9][OH:10])([CH2:5][CH2:6][OH:7])[CH2:2][CH2:3][OH:4].[CH2:11]1[CH2:18][O:17][S:14](=[O:16])(=[O:15])[CH2:13][CH2:12]1>ClCCl>[OH:4][CH2:3][CH2:2][N+:1]([CH2:8][CH2:9][OH:10])([CH2:5][CH2:6][OH:7])[CH2:18][CH2:11][CH2:12][CH2:13][S:14]([O-:17])(=[O:16])=[O:15]. Reported procedure: 1.49 grams of triethanolamine was added to a 100 mL round bottom flask equipped with a stir bar. 40 mL of dichloromethane was added to the flask and the mixture stirred thoroughly. The solution was cooled to near 0° C. using an ice water bath. 1.36 grams of 1,4-butanesultone was dissolved in 8 mL of dichloromethane and the butanesultone solution added dropwise to the stirred triethanolamine solution. Following complete addition the ice water bath was removed and the solution allowed to warm to r... Reaction conditions: temperature 0 celsius. Reactants: C1CCS(=O)(=O)OC1 (1,4-butanesultone), N(CCO)(CCO)CCO (triethanolamine), ice water, C1CCCOS1(=O)=O (butanesultone), N(CCO)(CCO)CCO (triethanolamine). The product is OCC[N+](CCCCS(=O)(=O)[O-])(CCO)CCO (4-[tris(2-hydroxyethyl)azaniumyl]butane-1-sulfonate). Run in ClCCl (dichloromethane), ClCCl (dichloromethane). The reactants are C1(=CCCCC1)C=1C=C(C=CC1)[N+](=O)[O-] (3-(Cyclohexen-1-yl)-1-nitrobenzene). Reagents/catalysts: [Pd] (palladium on carbon). The solvent is C(C)O (ethanol). Product: C1(CCCCC1)C=1C=C(N)C=CC1 (3-cyclohexylaniline). The yield is 78.9%. RXN SMILES: [C:1]1([C:7]2[CH:8]=[C:9]([N+:13]([O-])=O)[CH:10]=[CH:11][CH:12]=2)[CH2:6][CH2:5][CH2:4][CH2:3][CH:2]=1>C(O)C.[Pd]>[CH:1]1([C:7]2[CH:8]=[C:9]([CH:10]=[CH:11][CH:12]=2)[NH2:13])[CH2:2][CH2:3][CH2:4][CH2:5][CH2:6]1. Procedure: 3-(Cyclohexen-1-yl)-1-nitrobenzene(7.5 g) is dissolved in ethanol (150 ml), and thereto is added 10% palladium on carbon (750 mg), and the mixture is subjected to catalytic hydrogenation at 25° C. The catalyst is removed by filtration, and the solvent is evaporated under reduced pressure. The residue is purified by silica gel column chromatography (eluent: gradient from 0% to 100% hexane/ethyl acetate) to give the desired compound (5.1 g).